Dataset: the Open Reaction Database (ORD), a public repository of structured organic reaction records. Task: describe an organic reaction: reactants, conditions, products, and yield Reactants: C(C(C)N)N (propylene diamine), C(C(=C)CC(=O)OC)(=O)OC (Dimethyl Itaconate). Run at temperature 140 celsius. The product is C(=O)(OC)C1CC(NC1)=O (4-carbomethoxy pyrrolidone). RXN SMILES: C(N)C([NH2:4])C.[C:6]([O:15][CH3:16])(=[O:14])[C:7]([CH2:9][C:10](OC)=[O:11])=[CH2:8]>>[C:6]([CH:7]1[CH2:8][NH:4][C:10](=[O:11])[CH2:9]1)([O:15][CH3:16])=[O:14]. Procedure: Equimolar amounts of N-allyl, N-methyl, propylene diamine prepared as described above and Dimethyl Itaconate are charged to a reaction vessel and heated slowly with agitation to 130°-150° C. After the exotherm subsides, the reaction mixture is maintained at 140° C. for 3 hours. The reaction product 1-(N-allyl, N-methyl aminopropyl)-4-carbomethoxy pyrrolidone is isolated by distillation. Reactants: ClC1=NC=C(C=C1C(=O)OCC)F (ethyl 2-chloro-5-fluoro-3-pyridinecarboxylate), CC(CCN)(C)C ((3,3-dimethylbutyl)amine). Run in C(C)(=O)OCC (ethyl acetate), C(C)O (ethanol). Conditions: temperature 150 celsius. Product: CC(CCNC1=NC=C(C=C1C(=O)OCC)F)(C)C (Ethyl 2-[(3,3-dimethylbutyl)amino]-5-fluoro-3-pyridinecarboxylate), oil. Isolated yield 88.0%. RXN SMILES: Cl[C:2]1[C:7]([C:8]([O:10][CH2:11][CH3:12])=[O:9])=[CH:6][C:5]([F:13])=[CH:4][N:3]=1.[CH3:14][C:15]([CH3:20])([CH3:19])[CH2:16][CH2:17][NH2:18]>C(O)C.C(OCC)(=O)C>[CH3:14][C:15]([CH3:20])([CH3:19])[CH2:16][CH2:17][NH:18][C:2]1[C:7]([C:8]([O:10][CH2:11][CH3:12])=[O:9])=[CH:6][C:5]([F:13])=[CH:4][N:3]=1. Procedure details: A solution of ethyl 2-chloro-5-fluoro-3-pyridinecarboxylate (0.300 g, 1.47 mmol) in ethanol (3.0 mL) was treated with (3,3-dimethylbutyl)amine (0.210 mL, 1.58 mmol). The mixture was heated to 150° C. for 0.5 h in a Biotage Initiator microwave synthesizer. The solution was diluted with ethyl acetate and washed with saturated aqueous sodium bicarbonate. The organic portion was dried over magnesium sulfate, filtered, and concentrated in vacuo. The title compound was obtained as an amber oil (0.347 ... The reactants are OC1=C(C=O)C=C(C=C1)OC (2-hydroxy-5-methoxybenzaldehyde), ClCC1=C2C=NN(C2=CC=C1)C(=O)OC(C)(C)C (tert-butyl 4-(chloromethyl)-1H-indazole-1-carboxylate), C(=O)([O-])[O-].[K+].[K+] (K2CO3). Run in CN(C)C=O (DMF). Run at temperature 80 celsius. Product: C(=O)C1=C(OCC2=C3C=NN(C3=CC=C2)C(=O)OC(C)(C)C)C=CC(=C1)OC (tert-butyl 4-((2-formyl-4-methoxyphenoxy)methyl)-1H-indazole-1-carboxylate). The yield is 76.7%. Reaction SMILES: [OH:1][C:2]1[CH:9]=[CH:8][C:7]([O:10][CH3:11])=[CH:6][C:3]=1[CH:4]=[O:5].Cl[CH2:13][C:14]1[CH:22]=[CH:21][CH:20]=[C:19]2[C:15]=1[CH:16]=[N:17][N:18]2[C:23]([O:25][C:26]([CH3:29])([CH3:28])[CH3:27])=[O:24].C([O-])([O-])=O.[K+].[K+]>CN(C=O)C>[CH:4]([C:3]1[CH:6]=[C:7]([O:10][CH3:11])[CH:8]=[CH:9][C:2]=1[O:1][CH2:13][C:14]1[CH:22]=[CH:21][CH:20]=[C:19]2[C:15]=1[CH:16]=[N:17][N:18]2[C:23]([O:25][C:26]([CH3:29])([CH3:28])[CH3:27])=[O:24])=[O:5] |f:2.3.4|. Procedure details: A mixture of 2-hydroxy-5-methoxybenzaldehyde (46 mg, 0.3 mmol), tert-butyl 4-(chloromethyl)-1H-indazole-1-carboxylate (80 mg, 0.3 mmol), and K2CO3 (166 mg, 1.2 mmol) in DMF (1.0 mL) was heated at 80° C. for 2 h. The mixture was filtered and the solid was washed with DCM. The filtrate was concentrated and purified on silica gel using a mixture of EtOAc and hexanes as eluent to give tert-butyl 4-((2-formyl-4-methoxyphenoxy)methyl)-1H-indazole-1-carboxylate (88 mg, 77%) as a colorless oil.